This data is from the Open Reaction Database (ORD), a public repository of structured organic reaction records. The task is: describe an organic reaction: reactants, conditions, products, and yield As a reaction SMILES: [C:1]1([C:7]2[C:11]([C:12]3[CH:17]=[CH:16][CH:15]=[CH:14][CH:13]=3)=[C:10]([C:18]3[CH:23]=[CH:22][CH:21]=[CH:20][CH:19]=3)[N:9]([CH2:24][CH2:25][CH2:26][CH2:27][CH2:28][CH2:29][CH2:30][CH2:31][CH2:32][C:33]([OH:35])=[O:34])[N:8]=2)[CH:6]=[CH:5][CH:4]=[CH:3][CH:2]=1.S(=O)(=O)(O)O.[CH3:41]O>>[C:1]1([C:7]2[C:11]([C:12]3[CH:17]=[CH:16][CH:15]=[CH:14][CH:13]=3)=[C:10]([C:18]3[CH:19]=[CH:20][CH:21]=[CH:22][CH:23]=3)[N:9]([CH2:24][CH2:25][CH2:26][CH2:27][CH2:28][CH2:29][CH2:30][CH2:31][CH2:32][C:33]([O:35][CH3:41])=[O:34])[N:8]=2)[CH:2]=[CH:3][CH:4]=[CH:5][CH:6]=1. Yield: 62.0%. Reactants: MS(CI), C1(=CC=CC=C1)C1=NN(C(=C1C1=CC=CC=C1)C1=CC=CC=C1)CCCCCCCCCC(=O)O (3,4,5-triphenyl-lH-pyrazole-1-decanoic acid), S(O)(O)(=O)=O (sulfuric acid), CO (methanol). Yields the product C1(=CC=CC=C1)C1=NN(C(=C1C1=CC=CC=C1)C1=CC=CC=C1)CCCCCCCCCC(=O)OC (Methyl 3,4,5-triphenyl-lH-pyrazole-1-decanoate). Reported procedure: The title compound (1.03 g, 62%) was prepared from 3,4,5-triphenyl-lH-pyrazole-1-decanoic acid (1.60 g) by esterification in methanol using a catalytic amount of conc. sulfuric acid. MS(CI): m/e =481 (MH+).